This data is from the Open Reaction Database (ORD), a public repository of structured organic reaction records. The task is: describe an organic reaction: reactants, conditions, products, and yield The reactants are O.O1CCCC1 (water tetrahydrofuran), CC1(OCC=2C1=NC=1C=CC=CC1C2NCCCN2C(CCC2)=O)C (1,3-dihydro-3,3-dimethyl-9-[[3-(2-oxo-1-pyrrolidinyl)propyl]amino]-furo[3,4-b]quinoline), [H-].[Al+3].[Li+].[H-].[H-].[H-] (lithium aluminum hydride). Solvent: O1CCCC1 (tetrahydrofuran), O1CCCC1 (tetrahydrofuran). The product is CC1(OCC=2C1=NC=1C=CC=CC1C2NCCCN2CCCC2)C (1,3-Dihydro-3,3-dimethyl-9-[[3-(1-pyrrolidinyl)propyl]amino]-furo[3,4-b]quinoline). RXN SMILES: [CH3:1][C:2]1([CH3:25])[C:6]2=[N:7][C:8]3[CH:9]=[CH:10][CH:11]=[CH:12][C:13]=3[C:14]([NH:15][CH2:16][CH2:17][CH2:18][N:19]3[CH2:23][CH2:22][CH2:21][C:20]3=O)=[C:5]2[CH2:4][O:3]1.[H-].[Al+3].[Li+].[H-].[H-].[H-].O.O1CCCC1>O1CCCC1>[CH3:1][C:2]1([CH3:25])[C:6]2=[N:7][C:8]3[CH:9]=[CH:10][CH:11]=[CH:12][C:13]=3[C:14]([NH:15][CH2:16][CH2:17][CH2:18][N:19]3[CH2:23][CH2:22][CH2:21][CH2:20]3)=[C:5]2[CH2:4][O:3]1 |f:1.2.3.4.5.6,7.8|. Procedure details: A solution of 1,3-dihydro-3,3-dimethyl-9-[[3-(2-oxo-1-pyrrolidinyl)propyl]amino]-furo[3,4-b]quinoline (9.5 g, described in Example 36) in tetrahydrofuran (150 ml) is slowly added to a mixture of lithium aluminum hydride (9.5 g) in tetrahydrofuran (600 ml). The mixture is heated at reflux for 3 hours and cooled. A solution of water-tetrahydrofuran (1:1) is added dropwise and the mixture is filtered. The filtrate is evaporated and a mixture of water-chloroform is added to the residue. The organic ... The reactants are CC(=O)c1ccc2c(c1)CCCC2NC(=O)CC(NS(=O)(=O)c1cccc(C(F)(F)F)c1)c1ccc(F)cc1, CC(=O)O, CC(C)CN. Yields the product CC(C)CNC(C)c1ccc2c(c1)CCCC2NC(=O)CC(NS(=O)(=O)c1cccc(C(F)(F)F)c1)c1ccc(F)cc1. Reaction SMILES: [C:1]([CH3:2])(=[O:3])[c:4]1[cH:5][c:6]2[c:11]([cH:12][cH:13]1)[CH:10]([NH:14][C:15]([CH2:16][CH:17]([NH:18][S:19](=[O:20])(=[O:21])[c:22]1[cH:23][c:24]([C:28]([F:29])([F:30])[F:31])[cH:25][cH:26][cH:27]1)[c:32]1[cH:33][cH:34][c:35]([F:38])[cH:36][cH:37]1)=[O:39])[CH2:9][CH2:8][CH2:7]2.[C:45]([OH:46])(=[O:47])[CH3:48].[CH2:40]([CH:41]([CH3:42])[CH3:43])[NH2:44]>>[CH:1]([CH3:2])([c:4]1[cH:5][c:6]2[c:11]([cH:12][cH:13]1)[CH:10]([NH:14][C:15]([CH2:16][CH:17]([NH:18][S:19](=[O:20])(=[O:21])[c:22]1[cH:23][c:24]([C:28]([F:29])([F:30])[F:31])[cH:25][cH:26][cH:27]1)[c:32]1[cH:33][cH:34][c:35]([F:38])[cH:36][cH:37]1)=[O:39])[CH2:9][CH2:8][CH2:7]2)[NH:44][CH2:40][CH:41]([CH3:42])[CH3:43]. The reactants are CCOC(=O)CCCBr, CN(C)C=O, [H-], [Na+], CC(C)(C)OC(=O)N1CCC(Nc2nc3ccccc3[nH]2)CC1. Yields the product CCOC(=O)CCCn1c(NC2CCN(C(=O)OC(C)(C)C)CC2)nc2ccccc21. Reaction SMILES: [Br:26][CH2:27][CH2:28][CH2:29][C:30](=[O:31])[O:32][CH2:33][CH3:34].[CH3:35][N:36]([CH3:37])[CH:38]=[O:39].[H-:24].[Na+:25].[nH:1]1[c:2]([NH:10][CH:11]2[CH2:12][CH2:13][N:14]([C:17](=[O:18])[O:19][C:20]([CH3:21])([CH3:22])[CH3:23])[CH2:15][CH2:16]2)[n:3][c:4]2[c:5]1[cH:6][cH:7][cH:8][cH:9]2>>[n:1]1([CH2:27][CH2:28][CH2:29][C:30](=[O:31])[O:32][CH2:33][CH3:34])[c:2]([NH:10][CH:11]2[CH2:12][CH2:13][N:14]([C:17](=[O:18])[O:19][C:20]([CH3:21])([CH3:22])[CH3:23])[CH2:15][CH2:16]2)[n:3][c:4]2[c:5]1[cH:6][cH:7][cH:8][cH:9]2. The reactants are N1(CCNCC1)C1=CC(NC=N1)=O (6-piperazin-1-yl-3H-pyrimidin-4-one), N1(CCNCC1)C1=CC(NC=N1)=O (6-piperazin-1-yl-3H-pyrimidin-4-one), BrC=1C=C(C=O)C=CC1 (3-bromobenzaldehyde). Yields the product BrC=1C=C(CN2CCN(CC2)C2=CC(NC=N2)=O)C=CC1 (6-[4-(3-Bromo-benzyl)-piperazin-1-yl]-3H-pyrimidin-4-one). As a reaction SMILES: [N:1]1([C:7]2[N:12]=[CH:11][NH:10][C:9](=[O:13])[CH:8]=2)[CH2:6][CH2:5][NH:4][CH2:3][CH2:2]1.[Br:14][C:15]1[CH:16]=[C:17]([CH:20]=[CH:21][CH:22]=1)[CH:18]=O>>[Br:14][C:15]1[CH:16]=[C:17]([CH:20]=[CH:21][CH:22]=1)[CH2:18][N:4]1[CH2:5][CH2:6][N:1]([C:7]2[N:12]=[CH:11][NH:10][C:9](=[O:13])[CH:8]=2)[CH2:2][CH2:3]1. Procedure details: 6-[4-(3-Bromo-benzyl)-piperazin-1-yl]-3H-pyrimidin-4-one was prepared using Procedure A from 6-piperazin-1-yl-3H-pyrimidin-4-one (Intermediate 4) and 3-bromobenzaldehyde. Mass spectrum (ES) MH+=349. Starting materials: CCOCc1nc2cnc3cc(Br)ccc3c2n1CCCCCS(=O)(=O)Cl, CNC, Cl. Product: CCOCc1nc2cnc3cc(Br)ccc3c2n1CCCCCS(=O)(=O)N(C)C. RXN SMILES: [Br:1][c:2]1[cH:3][cH:4][c:5]2[c:6]3[c:7]([cH:8][n:9][c:10]2[cH:11]1)[n:12][c:13]([CH2:24][O:25][CH2:26][CH3:27])[n:14]3[CH2:15][CH2:16][CH2:17][CH2:18][CH2:19][S:20](=[O:21])(=[O:22])[Cl:23].[CH3:29][NH:30][CH3:31].[ClH:28]>>[Br:1][c:2]1[cH:3][cH:4][c:5]2[c:6]3[c:7]([cH:8][n:9][c:10]2[cH:11]1)[n:12][c:13]([CH2:24][O:25][CH2:26][CH3:27])[n:14]3[CH2:15][CH2:16][CH2:17][CH2:18][CH2:19][S:20](=[O:21])(=[O:22])[N:30]([CH3:29])[CH3:31].